The task is: describe an organic reaction: reactants, conditions, products, and yield. This data is from the Open Reaction Database (ORD), a public repository of structured organic reaction records. Reactants: FC(C(O)C1=CC=C(C=C1)[N+](=O)[O-])(F)F (2,2,2-trifluoro-1-(4-nitro-phenyl)-ethanol), O.NN (hydrazine hydrate). Reagents/catalysts: [Pd] (Pd/C). Run in C(C)O (ethanol), O1CCCC1 (tetrahydrofuran). Run at time 30 minute. Product: NC1=CC=C(C=C1)C(C(F)(F)F)O (1-(4-Amino-phenyl)-2,2,2-trifluoro-ethanol). As a reaction SMILES: [F:1][C:2]([F:15])([F:14])[CH:3]([C:5]1[CH:10]=[CH:9][C:8]([N+:11]([O-])=O)=[CH:7][CH:6]=1)[OH:4].O.NN>C(O)C.O1CCCC1.[Pd]>[NH2:11][C:8]1[CH:9]=[CH:10][C:5]([CH:3]([OH:4])[C:2]([F:1])([F:14])[F:15])=[CH:6][CH:7]=1 |f:1.2|. Procedure: A solution of 2,2,2-trifluoro-1-(4-nitro-phenyl)-ethanol (2.0 g, 9 mmol) in ethanol (100 ml) and tetrahydrofuran (37 ml) was treated under argon with Pd/C (250 mg) and hydrazine hydrate (80% in water, 6.15 ml, 127 mmol, 14 equiv.) The mixture was stirred at room temperature for 30 min, then the black solid was filtered and the solvent evaporated. 1-(4-Amino-phenyl)-2,2,2-trifluoro-ethanol was obtained as a light yellow deliquescent solid, 1.8 g (100%). δH (300 MHz; CDCl3) 7.24 (2H, d), 6.67 (2H,... Starting materials: CCCC[N+](CCCC)(CCCC)CCCC.[F-] (TBAF), [Si](C1=CC=CC=C1)(C1=CC=CC=C1)(C(C)(C)C)OCCC(C(C(=O)NNC(=O)OC(C)(C)C)C1=CC=C(C=C1)F)C (tert-butyl N′-[5-(tert-butyldiphenylsilanyloxy)-2-(4-fluorophenyl)-3-methylpentanoyl]hydrazinecarboxylate), C(C)(=O)OCC (ethyl acetate), [Cl-].[NH4+] (ammonium chloride). The solvent is C1CCOC1 (THF). Reaction conditions: time 1 hour. The product is FC1=CC=C(C=C1)C(C(=O)NNC(=O)OC(C)(C)C)C(CCO)C (tert-butyl N′-[2-(4-fluorophenyl)-5-hydroxy-3-methylpentanoyl]hydrazinecarboxylate). Yield: 85.8%. RXN SMILES: CCCC[N+](CCCC)(CCCC)CCCC.[F-].[Si]([O:36][CH2:37][CH2:38][CH:39]([CH3:59])[CH:40]([C:52]1[CH:57]=[CH:56][C:55]([F:58])=[CH:54][CH:53]=1)[C:41]([NH:43][NH:44][C:45]([O:47][C:48]([CH3:51])([CH3:50])[CH3:49])=[O:46])=[O:42])(C(C)(C)C)(C1C=CC=CC=1)C1C=CC=CC=1.C(OCC)(=O)C.[Cl-].[NH4+]>C1COCC1>[F:58][C:55]1[CH:54]=[CH:53][C:52]([CH:40]([CH:39]([CH3:59])[CH2:38][CH2:37][OH:36])[C:41]([NH:43][NH:44][C:45]([O:47][C:48]([CH3:49])([CH3:51])[CH3:50])=[O:46])=[O:42])=[CH:57][CH:56]=1 |f:0.1,4.5|. Procedure details: TBAF (2.7 mL; 1 M solution in THF) was added to a solution of tert-butyl N′-[5-(tert-butyldiphenylsilanyloxy)-2-(4-fluorophenyl)-3-methylpentanoyl]hydrazinecarboxylate (1.04 g) in THF (20 mL). The reaction solution was stirred at room temperature for 1 hours. Then, ethyl acetate and a saturated ammonium chloride solution were added to the reaction solution, and the organic layer was separated. The resulting organic layer was washed with brine, dried over anhydrous magnesium sulfate and then conc...